From a dataset of the Open Reaction Database (ORD), a public repository of structured organic reaction records. describe an organic reaction: reactants, conditions, products, and yield Procedure: Starting from 4-(5-cyclopropylmethoxy-benzo[1,3]dioxol-4-yl)-5H-pyrrolo[3,2-d]pyrimidine-7-carboxylic acid (R)-pyrrolidin-3-ylamide hydrochloride (example A142) and acetic acid (S)-1-chlorocarbonyl-ethyl ester the title compound is obtained as colorless solid. The product is O[C@H](C(=O)N1C[C@@H](CC1)NC(=O)C1=CNC2=C1N=CN=C2C2=C(C=CC=1OCOC12)OCC1CC1)C (4-(5-Cyclopropylmethoxy-benzo[1,3]dioxol-4-yl)-5H-pyrrolo[3,2-d]pyrimidine-7-carboxylic acid [(R)-1-((S)-2-hydroxy-propanoyl)-pyrrolidin-3-yl]amide). Reactants: Cl.N1C[C@@H](CC1)NC(=O)C1=CNC2=C1N=CN=C2C2=C(C=CC=1OCOC12)OCC1CC1 (4-(5-cyclopropylmethoxy-benzo[1,3]dioxol-4-yl)-5H-pyrrolo[3,2-d]pyrimidine-7-carboxylic acid (R)-pyrrolidin-3-ylamide hydrochloride), ClC(=O)[C@H](C)OC(C)=O (acetic acid (S)-1-chlorocarbonyl-ethyl ester). RXN SMILES: Cl.[NH:2]1[CH2:6][CH2:5][C@@H:4]([NH:7][C:8]([C:10]2[C:14]3[N:15]=[CH:16][N:17]=[C:18]([C:19]4[C:27]5[O:26][CH2:25][O:24][C:23]=5[CH:22]=[CH:21][C:20]=4[O:28][CH2:29][CH:30]4[CH2:32][CH2:31]4)[C:13]=3[NH:12][CH:11]=2)=[O:9])[CH2:3]1.Cl[C:34]([C@@H:36]([O:38]C(=O)C)[CH3:37])=[O:35]>>[OH:38][C@@H:36]([CH3:37])[C:34]([N:2]1[CH2:6][CH2:5][C@@H:4]([NH:7][C:8]([C:10]2[C:14]3[N:15]=[CH:16][N:17]=[C:18]([C:19]4[C:27]5[O:26][CH2:25][O:24][C:23]=5[CH:22]=[CH:21][C:20]=4[O:28][CH2:29][CH:30]4[CH2:32][CH2:31]4)[C:13]=3[NH:12][CH:11]=2)=[O:9])[CH2:3]1)=[O:35] |f:0.1|. The reactants are [OH-].[Na+] (Sodium hydroxide), O (water), C(C)OC(=O)CN1C(COC2=C1C=C(C(=C2)F)[N+](=O)[O-])=O (4-ethoxycarbonylmethyl-7-fluoro-6-nitro-2H-1,4-benzoxazin-3(4H)-one). Run in O1CCOCC1 (1,4-dioxane). Reaction conditions: time 1 day. Yields the product C(=O)(O)CN1C(COC2=C1C=C(C(=C2)F)[N+](=O)[O-])=O (4-carboxymethyl-7-fluoro-6-nitro-2H-1,4-benzoxazin-3(4H)-one). The yield is 88.9%. As a reaction SMILES: [OH-].[Na+].O.C([O:6][C:7]([CH2:9][N:10]1[C:15]2[CH:16]=[C:17]([N+:21]([O-:23])=[O:22])[C:18]([F:20])=[CH:19][C:14]=2[O:13][CH2:12][C:11]1=[O:24])=[O:8])C>O1CCOCC1>[C:7]([CH2:9][N:10]1[C:15]2[CH:16]=[C:17]([N+:21]([O-:23])=[O:22])[C:18]([F:20])=[CH:19][C:14]=2[O:13][CH2:12][C:11]1=[O:24])([OH:8])=[O:6] |f:0.1|. Procedure details: Sodium hydroxide (0.9 g) and water (20 ml) were added to a mixture of 4-ethoxycarbonylmethyl-7-fluoro-6-nitro-2H-1,4-benzoxazin-3(4H)-one (5.96 g) and 1,4-dioxane (50 ml). The mixture was stirred at room temperature for one day. Afterthe solvent was distilled off, the residue was mixed with water (100 ml), then filtered. The filtrate was acidified with hydrochloric acid, and extracted with methyl isobutyl ketone (150 ml). After the extract was washed with water, it was dried with anhydrous sodiu... Starting materials: O=C([O-])[O-], C=CCBr, CC(C)=O, CN1CCCC1=O, [K+], [K+], O=[N+]([O-])c1ccc([N+](=O)[O-])c(O)c1. The product is C=CCOc1cc([N+](=O)[O-])ccc1[N+](=O)[O-]. As a reaction SMILES: [C:22](=[O:23])([O-:24])[O-:25].[CH2:14]([CH:15]=[CH2:16])[Br:17].[CH3:18][C:19](=[O:20])[CH3:21].[CH3:28][N:29]1[CH2:30][CH2:31][CH2:32][C:33]1=[O:34].[K+:26].[K+:27].[OH:1][c:2]1[cH:3][c:4]([N+:11]([O-:12])=[O:13])[cH:5][cH:6][c:7]1[N+:8]([O-:9])=[O:10]>>[O:1]([c:2]1[cH:3][c:4]([N+:11]([O-:12])=[O:13])[cH:5][cH:6][c:7]1[N+:8]([O-:9])=[O:10])[CH2:16][CH:15]=[CH2:14]. Starting materials: CI, NC(=S)Nc1cccc(C(F)(F)F)c1, C1COCCO1. Yields the product CSC(=N)Nc1cccc(C(F)(F)F)c1, I. As a reaction SMILES: [CH3:1][I:2].[F:3][C:4]([c:5]1[cH:6][c:7]([NH:11][C:12](=[S:13])[NH2:14])[cH:8][cH:9][cH:10]1)([F:15])[F:16].[O:17]1[CH2:18][CH2:19][O:20][CH2:21][CH2:22]1>>[CH3:1][S:13][C:12]([NH:11][c:7]1[cH:6][c:5]([C:4]([F:3])([F:15])[F:16])[cH:10][cH:9][cH:8]1)=[NH:14].[IH:2]. Starting materials: C(C1=CC=CC=C1)OC1=CC=C(C=C1)CC(C(NC(C)(C)C)=O)NC(C(CC(C)C)NC)=O (4-methyl-2-methylamino-pentanoic acid [2-(4-benzyloxy-phenyl)-1-tert-butylcarbamoyl-ethyl]-amide), C(C)(C)N(CC)C(C)C (diisopropyl ethylamine), C(C)(=O)OCCBr (2-bromoethyl acetate). The solvent is C1CCOC1 (THF). Conditions: temperature 25 celsius, time 6 hour. Yields the product C(C)OC(CN(C)C(CC(C)C)C(NC(CC1=CC=C(C=C1)OCC1=CC=CC=C1)C(NC(C)(C)C)=O)=O)=O (({1-[2-(4-Benzyloxy-phenyl)-1-tert-butylcarbamoyl-ethylcarbamoyl]-3-methyl-butyl}-methyl-amino)-acetic acid ethyl ester). The yield is 84.0%. RXN SMILES: [CH2:1]([O:8][C:9]1[CH:14]=[CH:13][C:12]([CH2:15][CH:16]([NH:24][C:25](=[O:33])[CH:26]([NH:31][CH3:32])[CH2:27][CH:28]([CH3:30])[CH3:29])[C:17](=[O:23])[NH:18][C:19]([CH3:22])([CH3:21])[CH3:20])=[CH:11][CH:10]=1)[C:2]1[CH:7]=[CH:6][CH:5]=[CH:4][CH:3]=1.C(N(C(C)C)CC)(C)C.[C:43]([O:46][CH2:47][CH2:48]Br)(=[O:45])[CH3:44]>C1COCC1>[CH2:47]([O:46][C:43](=[O:45])[CH2:44][N:31]([CH:26]([C:25](=[O:33])[NH:24][CH:16]([C:17](=[O:23])[NH:18][C:19]([CH3:22])([CH3:21])[CH3:20])[CH2:15][C:12]1[CH:11]=[CH:10][C:9]([O:8][CH2:1][C:2]2[CH:7]=[CH:6][CH:5]=[CH:4][CH:3]=2)=[CH:14][CH:13]=1)[CH2:27][CH:28]([CH3:30])[CH3:29])[CH3:32])[CH3:48]. Procedure details: A mixture of [S-(R*,R*)]-4-methyl-2-methylamino-pentanoic acid [2-(4-benzyloxy-phenyl)-1-tert-butylcarbamoyl-ethyl]-amide (0.55 mmol), diisopropyl ethylamine (1.65 mmol), 2-bromoethyl acetate (0.8 mmol), and anhydrous THF (6 mL) was stirred at 25° C. for 6 hours. The precipitate was filtered off. The reaction mixture was concentrated and purified by column chromatography on silica gel eluting with 10% acetone/methylene chloride to give the titled compound (84% yield). The reactants are CCc1ccc(C(O)CBr)nc1, O=C([O-])[O-], CO, [K+], [K+]. The product is CCc1ccc(C2CO2)nc1. RXN SMILES: [Br:1][CH2:2][CH:3]([OH:4])[c:5]1[n:6][cH:7][c:8]([CH2:11][CH3:12])[cH:9][cH:10]1.[C:13](=[O:14])([O-:15])[O-:16].[CH3:19][OH:20].[K+:17].[K+:18]>>[CH2:2]1[CH:3]([c:5]2[n:6][cH:7][c:8]([CH2:11][CH3:12])[cH:9][cH:10]2)[O:4]1. Starting materials: Cl.C1(CC1)CN (cyclopropylmethylamine hydrochloride), CN(CC(C)N1C2=CC=CC=C2SC=2C=CC(=CC12)C(N)=S)C (10-[(2RS)-1-dimethylamino-2-propyl]-2-phenothiazinecarbothioamide), solution, CC[O-].[Na+] (sodium ethylate). Solvent: C(C)O (ethanol), C(C)(=O)OCC (ethyl acetate), C(C)O (ethanol). Run at time 5 hour. Product: C1(CC1)CNC(=O)C1=CC=2N(C3=CC=CC=C3SC2C=C1)C(CN(C)C)C (N-cyclopropylmethyl-10-[(2RS)-1-dimethylamino-2-propyl]-2-phenothiazinecarboxamide). Reaction SMILES: Cl.[CH:2]1([CH2:5][NH2:6])[CH2:4][CH2:3]1.[CH3:7][N:8]([CH3:29])[CH2:9][CH:10]([N:12]1[C:25]2[CH:24]=[C:23]([C:26](=S)N)[CH:22]=[CH:21][C:20]=2[S:19][C:18]2[C:13]1=[CH:14][CH:15]=[CH:16][CH:17]=2)[CH3:11].CC[O-:32].[Na+]>C(O)C.C(OCC)(=O)C>[CH:2]1([CH2:5][NH:6][C:26]([C:23]2[CH:22]=[CH:21][C:20]3[S:19][C:18]4[C:13](=[CH:14][CH:15]=[CH:16][CH:17]=4)[N:12]([CH:10]([CH3:11])[CH2:9][N:8]([CH3:29])[CH3:7])[C:25]=3[CH:24]=2)=[O:32])[CH2:4][CH2:3]1 |f:0.1,3.4|. Procedure: A suspension of cyclopropylmethylamine hydrochloride (5.4 g) dispersed in ethanol (25 cc) containing 10-[(2RS)-1-dimethylamino-2-propyl]-2-phenothiazinecarbothioamide (3.43 g) is added to a 0.05 M solution of sodium ethylate in ethanol (10 cc). The mixture is brought to 200° C. for 5 hours and then diluted with ethyl acetate (150 cc), washed with distilled water (2×100 cc), dried over magnesium sulphate and then concentrated to dryness under reduced pressure (30 mm Hg; 4 kPa) at 50° C. The resid... As a reaction SMILES: [CH3:1][O:2]/[N:3]=[C:4](/[C:35]1[N:36]=[C:37]([NH:40]C(C2C=CC=CC=2)(C2C=CC=CC=2)C2C=CC=CC=2)[S:38][CH:39]=1)\[C:5]([NH:7][CH:8]1[C:33](=[O:34])[N:10]2[C:11]([C:17]([O:19]C(C3C=CC=CC=3)C3C=CC=CC=3)=[O:18])=[C:12]([CH2:15]I)[CH2:13][S:14][C@H:9]12)=[O:6].C(OC([NH:67][CH2:68][CH2:69][C:70]1[S:74][CH:73]=[N:72][C:71]=1[CH3:75])=O)(C)(C)C>C(Cl)Cl.CS(C)=O.C(OCC)(=O)C>[NH2:40][C:37]1[S:38][CH:39]=[C:35](/[C:4](=[N:3]/[O:2][CH3:1])/[C:5]([NH:7][CH:8]2[C:33](=[O:34])[N:10]3[C:11]([C:17]([O-:19])=[O:18])=[C:12]([CH2:15][C:73]4[S:74][C:70]([CH2:69][CH2:68][NH2:67])=[C:71]([CH3:75])[NH+:72]=4)[CH2:13][S:14][C@H:9]23)=[O:6])[N:36]=1. Isolated yield 13.4%. Starting materials: CO\N=C(/C(=O)NC1[C@@H]2N(C(=C(CS2)CI)C(=O)OC(C2=CC=CC=C2)C2=CC=CC=C2)C1=O)\C=1N=C(SC1)NC(C1=CC=CC=C1)(C1=CC=CC=C1)C1=CC=CC=C1 (diphenylmethyl 7-[(Z)-2-methoxyimino-2-(2-tritylaminothiazol-4-yl)acetamido]-3-iodomethyl-3-cephem-4-carboxylate), C(C)(C)(C)OC(=O)NCCC1=C(N=CS1)C (5-(2-t-butoxycarbonylaminoethyl)-4-methylthiazole). Conditions: time 6 hour. Run in C(C)(=O)OCC (ethyl acetate), C(Cl)Cl (methylene chloride), CS(=O)C (DMSO). Procedure: A mixture of diphenylmethyl 7-[(Z)-2-methoxyimino-2-(2-tritylaminothiazol-4-yl)acetamido]-3-iodomethyl-3-cephem-4-carboxylate (VII-1) 468 mg, 0.5 mmole) and 5-(2-t-butoxycarbonylaminoethyl)-4-methylthiazole (242 mg, 1 mmole) [prepared by t-butoxycarbonylation of 5-(2-aminoethyl)-4-methylthiazole; see K. M. Muraveva and M. N. Shchukina, Zh. Obshch. Khim., 33, 3723 (1963); CA, 60, 8012a (1964)] in a mixture of methylene chloride (2 mL) and DMSO (0.5 mL) was stirred for 6 hours at room temperature ... Yields the product NC=1SC=C(N1)/C(/C(=O)NC1[C@@H]2N(C(=C(CS2)CC=2SC(=C([NH+]2)C)CCN)C(=O)[O-])C1=O)=N/OC (7-[(Z)-2-(2-Aminothiazol-4-yl)-2-methoxyiminoacetamido]-3-[5-(2-aminoethyl)-4-methylthiazolio]methyl-3-cephem-4-carboxylate). Reactants: CC(C)O, Cc1cc(C(=O)O)cc(Cl)n1, O=S(=O)(O)O. Product: Cc1cc(C(=O)OC(C)C)cc(Cl)n1. Reaction SMILES: [CH:12]([CH3:13])([CH3:14])[OH:15].[Cl:1][c:2]1[cH:3][c:4]([C:5](=[O:6])[OH:7])[cH:8][c:9]([CH3:11])[n:10]1.[S:16](=[O:17])(=[O:18])([OH:19])[OH:20]>>[Cl:1][c:2]1[cH:3][c:4]([C:5]([O:6][CH:12]([CH3:13])[CH3:14])=[O:7])[cH:8][c:9]([CH3:11])[n:10]1. Reactants: C(Cl)Cl (CH2Cl2), CC=1C=C(C=CC1)B(O)O (3-methylphenyl boronic acid), C(=O)([O-])[O-].[K+].[K+] (K2CO3), CCOC(=O)C (EtOAc), C(C)OC(C1=CC(=C(C(=C1)I)OCOC)Br)=O (3-bromo-4-methoxymethoxy-5-iodobenzoic acid ethyl ester), C(C)OC(C1=CC=C(C=C1)OCOC)=O (4-methoxymethoxybenzoic acid ethyl ester), 2d. The reagents and catalysts are C1=CC=C(C=C1)P([C-]2C=CC=C2)C3=CC=CC=C3.C1=CC=C(C=C1)P([C-]2C=CC=C2)C3=CC=CC=C3.Cl[Pd]Cl.[Fe+2] ([1,1′-bis(diphenylphosphino)ferrocene]dichloropalladium(II)). Solvent: O (H2O), O1CCOCC1 (dioxane), Hexanes. The product is C(C)OC(C1=CC(=C(C(=C1)C1=CC(=CC(=C1)C)C)OCOC)C1=CC(=CC(=C1)C)C)=O (3,5-Bis-(3,5-dimethylphenyl)-4-methoxymethoxybenzoic Acid Ethyl Ester). Yield: 23.0%. Reaction SMILES: C([O-])([O-])=O.[K+].[K+].[CH2:7]([O:9][C:10](=[O:23])[C:11]1[CH:16]=[C:15](I)[C:14]([O:18][CH2:19][O:20][CH3:21])=[C:13](Br)[CH:12]=1)[CH3:8].C(O[C:27](=O)[C:28]1[CH:33]=[CH:32][C:31](OCOC)=[CH:30][CH:29]=1)C.[CH3:39][C:40]1[CH:41]=[C:42](B(O)O)[CH:43]=C[CH:45]=1.[CH2:49](Cl)Cl.CCO[C:55]([CH3:57])=O>O.C1C=CC(P(C2C=CC=CC=2)[C-]2C=CC=C2)=CC=1.C1C=CC(P(C2C=CC=CC=2)[C-]2C=CC=C2)=CC=1.Cl[Pd]Cl.[Fe+2].O1CCOCC1>[CH2:7]([O:9][C:10](=[O:23])[C:11]1[CH:16]=[C:15]([C:42]2[CH:41]=[C:40]([CH3:45])[CH:39]=[C:55]([CH3:57])[CH:43]=2)[C:14]([O:18][CH2:19][O:20][CH3:21])=[C:13]([C:32]2[CH:31]=[C:30]([CH3:49])[CH:29]=[C:28]([CH3:27])[CH:33]=2)[CH:12]=1)[CH3:8] |f:0.1.2,9.10.11.12|. Procedure: To a solution of K2CO3 (11.39 g, 82.41 mmol) in 41 mL H2O was added 280 mL dioxane, a 2:1 mixture of 3-bromo-4-methoxymethoxy-5-iodobenzoic acid ethyl ester and 3,5-dibromo.4-methoxymethoxybenzoic acid ethyl ester (4.85 g, 13.74 mmol) and 3-methylphenyl boronic acid (4.1 g, 27.47 mmol) at room temperature. The reaction was degassed and [1,1′-bis(diphenylphosphino)ferrocene]dichloropalladium(II), complex with CH2Cl2 (224 mg, 0.248 mmol) was added. The reaction was stirred for 2d then more of the ...